This data is from the Open Reaction Database (ORD), a public repository of structured organic reaction records. The task is: describe an organic reaction: reactants, conditions, products, and yield Reactants: CO, N#Cc1nn(-c2c(Cl)cc(C(F)(F)F)cc2Cl)c(N)c1S(=O)C(F)(F)F. Product: N#Cc1nn(-c2c(Cl)cc(C(F)(F)F)cc2Cl)c(NCO)c1S(=O)C(F)(F)F. RXN SMILES: [CH3:27][OH:28].[NH2:1][c:2]1[c:3]([S:21](=[O:22])[C:23]([F:24])([F:25])[F:26])[c:4]([C:19]#[N:20])[n:5][n:6]1-[c:7]1[c:8]([Cl:9])[cH:10][c:11]([C:15]([F:16])([F:17])[F:18])[cH:12][c:13]1[Cl:14]>>[NH:1]([c:2]1[c:3]([S:21](=[O:22])[C:23]([F:24])([F:25])[F:26])[c:4]([C:19]#[N:20])[n:5][n:6]1-[c:7]1[c:8]([Cl:9])[cH:10][c:11]([C:15]([F:16])([F:17])[F:18])[cH:12][c:13]1[Cl:14])[CH2:27][OH:28]. The reactants are O=C([O-])[O-], CN(C)C=O, N#CCCl, Cl, Fc1ccc2c(C3CCNCC3)noc2c1, [I-], [K+], [K+], [K+], O. Product: N#CCN1CCC(c2noc3cc(F)ccc23)CC1. RXN SMILES: [C:18](=[O:19])([O-:20])[O-:21].[CH3:31][N:32]([CH3:33])[CH:34]=[O:35].[Cl:26][CH2:27][C:28]#[N:29].[ClH:1].[F:2][c:3]1[cH:4][c:5]2[c:6]([c:7]([CH:10]3[CH2:11][CH2:12][NH:13][CH2:14][CH2:15]3)[n:8][o:9]2)[cH:16][cH:17]1.[I-:25].[K+:22].[K+:23].[K+:24].[OH2:30]>>[F:2][c:3]1[cH:4][c:5]2[c:6]([c:7]([CH:10]3[CH2:11][CH2:12][N:13]([CH2:27][C:28]#[N:29])[CH2:14][CH2:15]3)[n:8][o:9]2)[cH:16][cH:17]1. The reactants are BrCC1=NN(C(C=2N(C=3C=CC(=CC3C21)F)COC)=O)C2=CC=CC=C2 (1-(bromomethyl)-8-fluoro-5-(methoxymethyl)-3-phenyl-3,5-dihydro-4H-pyridazino[4,5-b]indol-4-one), [C-]#N.[Na+] (sodium cyanide). Reagents/catalysts: [Br-].C(CCC)[N+](CCCC)(CCCC)CCCC (tetrabutylammonium bromide). Solvent: ClCCl (dichloromethane), O (water). The product is FC1=CC=2C3=C(N(C2C=C1)COC)C(N(N=C3CC#N)C3=CC=CC=C3)=O (8-Fluoro-5-(methoxymethyl)-4-oxo-3-phenyl-3,5-dihydro-4H-pyridazino[4,5-b]indole-1-acetonitrile). Yield: 86.6%. Reaction SMILES: Br[CH2:2][C:3]1[C:15]2[C:14]3[CH:13]=[C:12]([F:16])[CH:11]=[CH:10][C:9]=3[N:8]([CH2:17][O:18][CH3:19])[C:7]=2[C:6](=[O:20])[N:5]([C:21]2[CH:26]=[CH:25][CH:24]=[CH:23][CH:22]=2)[N:4]=1.[C-:27]#[N:28].[Na+]>[Br-].C([N+](CCCC)(CCCC)CCCC)CCC.ClCCl.O>[F:16][C:12]1[CH:11]=[CH:10][C:9]2[N:8]([CH2:17][O:18][CH3:19])[C:7]3[C:6](=[O:20])[N:5]([C:21]4[CH:26]=[CH:25][CH:24]=[CH:23][CH:22]=4)[N:4]=[C:3]([CH2:2][C:27]#[N:28])[C:15]=3[C:14]=2[CH:13]=1 |f:1.2,3.4|. Reported procedure: A two-phase mixture of 2.8 g (6.7 mmol) of 1-(bromomethyl)-8-fluoro-5-(methoxymethyl)-3-phenyl-3,5-dihydro-4H-pyridazino[4,5-b]indol-4-one, of 1.3 g (26 mmol) of sodium cyanide and of 0.23 g (0.7 mmol) of tetrabutylammonium bromide in 100 ml of dichloromethane and 100 ml of water is stirred vigorously for 12 h. The organic phase is separated, washed several times with water, dried over magnesium sulphate and concentrated under reduced pressure. Diethyl ether is added and the precipitate is colle... Reactants: CO (methanol), C(C(C)C)C1=CC=C(C=C1)C(C(=O)OC)(C)SC (methyl α-(p-isobutylphenyl)-α-(methylthio)propionate), [OH-].[K+] (potassium hydroxide). Solvent: O (Water), O (Water). Reaction conditions: temperature 60 celsius, time 2.5 hour. Yields the product C(C(C)C)C1=CC=C(C=C1)C(C(=O)O)(C)SC (α-(p-isobutylphenyl)-α-(methylthio)propionic acid). The yield is 99.0%. Reaction SMILES: CO.[CH2:3]([C:7]1[CH:12]=[CH:11][C:10]([C:13]([S:19][CH3:20])([CH3:18])[C:14]([O:16]C)=[O:15])=[CH:9][CH:8]=1)[CH:4]([CH3:6])[CH3:5].[OH-].[K+]>O>[CH2:3]([C:7]1[CH:12]=[CH:11][C:10]([C:13]([S:19][CH3:20])([CH3:18])[C:14]([OH:16])=[O:15])=[CH:9][CH:8]=1)[CH:4]([CH3:6])[CH3:5] |f:2.3|. Procedure details: Water (2 ml) and 4 ml of methanol were added to 420 mg of methyl α-(p-isobutylphenyl)-α-(methylthio)propionate. Then, 280 mg (85% content) of potassium hydroxide was added, and the mixture was stirred at 60° C. for 2.5 hours. The reaction mixture, initially heterogeneous, became uniform. Water (30 ml) was added, and the mixture was extracted with 10 ml of methylene chloride. The aqueous layer was acidified with conc. hydrochloric acid to a pH of 1, and extracted three times with 20 ml of diethyl... Reported procedure: A mixture of 0.15 mole each of triphenyl phosphite, acetaldehyde, and morpholinosulfonylamine in 100g of chlorobenzene is warmed at 100°C. for 1.25 hrs, and the reaction mixture is stripped to 110°/0.15mm. The cooled residue is diluted with 100ml of ether, causing separation of 34.5g of crude solid product. Recrystallization of a portion from isopropyl alcohol gives a white solid, mp 104.5°-108°, 31 p nmr(DMSO-d6) -18.1 ppm. Yields the product O1CCN(CC1)S(=O)(=O)NC(C)P(OC1=CC=CC=C1)(OC1=CC=CC=C1)=O (Diphenyl 1-(morpholinosulfonylamino)ethylphosphonate). Reaction SMILES: [P:1]([O:16][C:17]1[CH:22]=[CH:21][CH:20]=[CH:19][CH:18]=1)([O:9][C:10]1[CH:15]=[CH:14][CH:13]=[CH:12][CH:11]=1)[O:2]C1C=CC=CC=1.[CH:23](=O)[CH3:24].[O:26]1[CH2:31][CH2:30][N:29]([S:32]([NH2:35])(=[O:34])=[O:33])[CH2:28][CH2:27]1.ClC1C=CC=CC=1>CCOCC>[O:26]1[CH2:31][CH2:30][N:29]([S:32]([NH:35][CH:23]([P:1](=[O:2])([O:9][C:10]2[CH:11]=[CH:12][CH:13]=[CH:14][CH:15]=2)[O:16][C:17]2[CH:18]=[CH:19][CH:20]=[CH:21][CH:22]=2)[CH3:24])(=[O:34])=[O:33])[CH2:28][CH2:27]1. Starting materials: P(OC1=CC=CC=C1)(OC1=CC=CC=C1)OC1=CC=CC=C1 (triphenyl phosphite), C(C)=O (acetaldehyde), O1CCN(CC1)S(=O)(=O)N (morpholinosulfonylamine), ClC1=CC=CC=C1 (chlorobenzene). Solvent: 100g, CCOCC (ether). Reaction conditions: temperature 100 celsius.